This data is from the Open Reaction Database (ORD), a public repository of structured organic reaction records. The task is: describe an organic reaction: reactants, conditions, products, and yield Starting materials: C(C)OCC (diethyl ether), C(C)(C)(C)C1(OC1)C(C)(C)C (2,2-di-tert-butyloxirane), C#CCCC (1-pentyne), C(CCC)[Li] (n-butyllithium). Solvent: CN(C)P(=O)(N(C)C)N(C)C (HMPA), CN(C)P(=O)(N(C)C)N(C)C (HMPA), CCCCC (pentane). Conditions: time 20 hour. Product: C(C)(C)(C)C(C(C)(C)C)(CC#CCCC)O (3-tert-butyl-2,2-dimethylnon-5-in-3-ol). Yield: 84.3%. RXN SMILES: [CH:1]#[C:2][CH2:3][CH2:4][CH3:5].C([Li])CCC.[C:11]([C:15]1([C:18]([CH3:21])([CH3:20])[CH3:19])[CH2:17][O:16]1)([CH3:14])([CH3:13])[CH3:12].C(OCC)C>CCCCC.CN(P(N(C)C)(N(C)C)=O)C>[C:11]([C:15]([OH:16])([CH2:17][C:1]#[C:2][CH2:3][CH2:4][CH3:5])[C:18]([CH3:21])([CH3:20])[CH3:19])([CH3:14])([CH3:13])[CH3:12]. Procedure: 1.26 ml (12.8 mmol) 1-pentyne were added dropwise at 0° C. under argon for 5 minutes to 8.0 ml (12.8 mmol) of a 1.6-molar n-butyllithium solution in pentane. The solution obtained was cooled for another 15 minutes, and then the solvent was withdrawn under reduced pressure. 5 ml HMPA and a solution of 1.0 g (6.4 mmol) 2,2-di-tert-butyloxirane in 2 ml HMPA were added. The reaction solution was stirred for 20 hours at room temperature. Subsequently, it was processed analogous to Example 1. The raw ... The reactants are CS(C)=O, ClCc1ccc(Cl)cc1, [H-], [Na+], O, O=C1NC(=O)C(Cc2ccc(O)cc2)S1. Product: O=C1NC(=O)C(Cc2ccc(OCc3ccc(Cl)cc3)cc2)S1. Reaction SMILES: [CH3:1][S:2]([CH3:3])=[O:4].[Cl:22][c:23]1[cH:24][cH:25][c:26]([CH2:27][Cl:28])[cH:29][cH:30]1.[H-:20].[Na+:21].[OH2:31].[OH:5][c:6]1[cH:7][cH:8][c:9]([CH2:10][CH:11]2[C:12](=[O:17])[NH:13][C:14](=[O:16])[S:15]2)[cH:18][cH:19]1>>[O:5]([c:6]1[cH:7][cH:8][c:9]([CH2:10][CH:11]2[C:12](=[O:17])[NH:13][C:14](=[O:16])[S:15]2)[cH:18][cH:19]1)[CH2:27][c:26]1[cH:25][cH:24][c:23]([Cl:22])[cH:30][cH:29]1.